Dataset: the Open Reaction Database (ORD), a public repository of structured organic reaction records. Task: describe an organic reaction: reactants, conditions, products, and yield Reactants: S1C(=CC=C1)CC(=O)O (thiolacetic acid), azadicarbonic acid-isopropylate, C(=O)(OC(C)(C)C)N1C[C@@H](CCC1)O (N—BOC-3-(R)-hydroxy-piperidine), C1(=CC=CC=C1)P(C1=CC=CC=C1)C1=CC=CC=C1 (triphenylphosphine). The solvent is C1CCOC1 (THF), C1CCOC1 (THF). Conditions: time 18 hour. Yields the product C(=O)(OC(C)(C)C)N1C[C@H](CCC1)OC(C)=S (N—BOC-3-(S)-thioacetoxy-piperidine). RXN SMILES: [C:1]([N:8]1[CH2:13][CH2:12][CH2:11][C@@H:10]([OH:14])[CH2:9]1)([O:3][C:4]([CH3:7])([CH3:6])[CH3:5])=[O:2].[S:15]1C=C[CH:17]=[C:16]1CC(O)=O.C1(P(C2C=CC=CC=2)C2C=CC=CC=2)C=CC=CC=1>C1COCC1>[C:1]([N:8]1[CH2:13][CH2:12][CH2:11][C@H:10]([O:14][C:16](=[S:15])[CH3:17])[CH2:9]1)([O:3][C:4]([CH3:7])([CH3:6])[CH3:5])=[O:2]. Procedure: A solution of 2.2 g of N—BOC-3-(R)-hydroxy-piperidine in 10 ml of THF is added under argon and 1 ml of thiolacetic acid to a solution of 3.4 g of triphenylphosphine and 2.65 ml of azadicarbonic acid-isopropylate in 10 ml of THF. The mixture obtained is kept for 18 hours at 70°, solvent is evaporated and the evaporation residue obtained is subjected to chromatography. N—BOC-3-(S)-thioacetoxy-piperidine is obtained. 1H-NMR (CDCl3): 3.78 (dd,1H,NCH2CHS, J=3.1 Hz, J=13.3 Hz), 3.5-3.6 (m,2H, CHSC═O, ... Reactants: Cl (hydrochloric acid), CC=1C=CC=C2COC(=O)C12 (7-Methylphthalide), CC(C)([O-])C.[K+] (potassium tert-butoxide), C1(O)=CC(O)=CC=C1 (resorcinol), CC(C)([O-])C.[K+] (potassium tert-butoxide). Solvent: O (water), CN1C(CCC1)=O (N-methylpyrrolidone). Conditions: temperature 140 celsius, time 21 hour. The product is OC=1C=C(OCC2=C(C(=O)O)C(=CC=C2)C)C=CC1 (2-(3-Hydroxyphenoxymethyl)-6-methylbenzoic Acid). Yield: 77.7%. As a reaction SMILES: [CH3:1][C:2]1[CH:3]=[CH:4][CH:5]=[C:6]2[C:11]=1[C:9](=[O:10])[O:8][CH2:7]2.[C:12]1([CH:19]=[CH:18][CH:17]=[C:15]([OH:16])[CH:14]=1)[OH:13].CC(C)([O-])C.[K+].Cl>CN1CCCC1=O.O>[OH:13][C:12]1[CH:14]=[C:15]([CH:17]=[CH:18][CH:19]=1)[O:16][CH2:1][C:2]1[CH:3]=[CH:4][CH:5]=[C:6]([CH3:7])[C:11]=1[C:9]([OH:10])=[O:8] |f:2.3|. Procedure: 7-Methylphthalide (30.1 g, 203 mmol), resorcinol (45.3 g, 407 mmol) and potassium tert-butoxide (47.6 g, 424 mmol) are suspended in 300 ml of N-methylpyrrolidone (NMP) and stirred at 140° C. for 21 h. After this time, a second amount of potassium tert-butoxide (2.4 g, 21.4 mmol) is added and stirring is continued at 140° C. for 2.5 h. The reaction mixture is cooled, 800 ml of water are added, and the mixture is acidified to pH=2 at 20° C. with concentrated hydrochloric acid. After stirring at 3 ... Starting materials: Cl (HCl), Pd(II) acetate, C1(=C(C=CC=C1)P(C1=C(C=CC=C1)C)C1=C(C=CC=C1)C)C (tri(o-tolyl)phosphine), COC(CC=1C(=NN(C1C)CC1=CC=C(C=C1)Br)C)=O ([1-(4-bromo-benzyl)-3,5-dimethyl-1H-pyrazol-4-yl]-acetic acid methyl ester), COC(CC=1C(=NN(C1C)CC1=CC=C(C=C1)Br)C)=O ([1-(4-bromo-benzyl)-3,5-dimethyl-1H-pyrazol-4-yl]-acetic acid methyl ester), FC(C1=CC=C(C=C)C=C1)(F)F (4-(trifluoromethyl)styrene), C(C)(C)N(CC)C(C)C (diisopropylethylamine), ester, [OH-].[Na+] (NaOH). The solvent is O (water), O (water), CN(C=O)C (dimethylformamide), O1CCOCC1 (dioxane). Conditions: temperature 90 celsius, time 12 hour. Yields the product CC1=NN(C(=C1CC(=O)O)C)CC1=CC=C(C=C1)\C=C\C1=CC=C(C=C1)C(F)(F)F ((3,5-Dimethyl-1-{4-[(E)-2-(4-trifluoromethyl-phenyl)-vinyl]-benzyl}-1H-pyrazol-4-yl)-acetic acid). As a reaction SMILES: C[O:2][C:3](=[O:20])[CH2:4][C:5]1[C:6]([CH3:19])=[N:7][N:8]([CH2:11][C:12]2[CH:17]=[CH:16][C:15](Br)=[CH:14][CH:13]=2)[C:9]=1[CH3:10].[F:21][C:22]([F:32])([F:31])[C:23]1[CH:30]=[CH:29][C:26]([CH:27]=[CH2:28])=[CH:25][CH:24]=1.C(N(C(C)C)CC)(C)C.C1(C)C=CC=CC=1P(C1C=CC=CC=1C)C1C=CC=CC=1C.[OH-].[Na+].Cl>CN(C)C=O.O1CCOCC1.O>[CH3:19][C:6]1[C:5]([CH2:4][C:3]([OH:2])=[O:20])=[C:9]([CH3:10])[N:8]([CH2:11][C:12]2[CH:17]=[CH:16][C:15](/[CH:28]=[CH:27]/[C:26]3[CH:25]=[CH:24][C:23]([C:22]([F:21])([F:31])[F:32])=[CH:30][CH:29]=3)=[CH:14][CH:13]=2)[N:7]=1 |f:4.5|. Reported procedure: A solution of [1-(4-bromo-benzyl)-3,5-dimethyl-1H-pyrazol-4-yl]-acetic acid methyl ester (intermediate 12.1.1, 500 mg, 1.5 mmol), 4-(trifluoromethyl)styrene (0.24 ml, 1.6 mmol) and diisopropylethylamine (0.38 ml, 2.2 mmol) in 10 ml dimethylformamide was degassed, and Pd(II) acetate (33 mg, 0.15 mmol) and tri(o-tolyl)phosphine (45 mg, 0.15 mmol) were added to the solution under argon. The mixture was heated for 4 h at 90° C. and stirred for 12 h at room temperature. The mixture was poured into wa... Starting materials: CO, CCCn1c(=O)cc(N=CN(C)C)n(CC)c1=O, N. Product: CCCn1c(=O)cc(N)n(CC)c1=O. Reaction SMILES: [CH3:19][OH:20].[CH3:1][N:2]([CH3:3])[CH:18]=[N:4][c:5]1[cH:6][c:7](=[O:17])[n:8]([CH2:14][CH2:15][CH3:16])[c:9](=[O:13])[n:10]1[CH2:11][CH3:12].[NH3:21]>>[NH2:4][c:5]1[cH:6][c:7](=[O:17])[n:8]([CH2:14][CH2:15][CH3:16])[c:9](=[O:13])[n:10]1[CH2:11][CH3:12].